From a dataset of the Open Reaction Database (ORD), a public repository of structured organic reaction records. describe an organic reaction: reactants, conditions, products, and yield Starting materials: ClCCC(=O)Cl (3-chloropropanoyl chloride), N1CCC2=CC=CC=C12 (indoline), [Al+3].[Cl-].[Cl-].[Cl-] (AlCl3), [Na+].[Cl-] (NaCl), Cl (HCl), [Cl-].[Al+3].[Cl-].[Cl-] (aluminum chloride), Cl (hydrochloric acid). Solvent: CC(=O)C (acetone), CC(=O)C (acetone), O (water). Run at time 30 minute. The product is C1CN2C(CCC3=CC=CC1=C23)=O (1,2,5,6-tetrahydro-pyrrolo[3,2,1-ij]quinolin-4-one). Isolated yield 69.3%. Reaction SMILES: Cl[CH2:2][CH2:3][C:4](Cl)=[O:5].[NH:7]1[C:15]2[C:10](=[CH:11][CH:12]=[CH:13][CH:14]=2)[CH2:9][CH2:8]1.Cl.[Al+3].[Cl-].[Cl-].[Cl-].[Na+].[Cl-]>CC(C)=O.O>[CH2:9]1[C:10]2=[C:15]3[C:14](=[CH:13][CH:12]=[CH:11]2)[CH2:2][CH2:3][C:4](=[O:5])[N:7]3[CH2:8]1 |f:3.4.5.6,7.8|. Procedure: A solution of 3-chloropropanoyl chloride (9.1 ml, 95.0 mmol) in 20 ml dry acetone was added dropwise to a solution of indoline (20.5 g, 0.21 mol) in 80 ml dry acetone and the mixture was refluxed for 1 h. After cooling to ambient temperature the solution was poured into 500 ml stirred 2N HCl and extracted with ethyl acetate (3×150 ml). After washing with 1N HCl and brine and drying over MgSO4 the solvent was removed under reduced pressure and the crude product was obtained as a pale yellow solid... Reactants: C(C)(=O)OCC (ethyl acetate), C(C1=CC=CC=C1)OC=1C(=C(C=CC1OCC1=CC=CC=C1)C(C(O)OCC)=O)C (1-(3,4-bis-benzyloxy-2-methylphenyl)-2-ethoxy-2-hydroxyethanone), CC(CC1=C(C=C(C=C1C)C)C)(C)N (1,1-dimethyl-2-(2,4,6-trimethylphenyl)ethylamine), [BH4-].[Na+] (sodium borohydride). The solvent is C(C)O (ethanol). Conditions: temperature 80 celsius, time 1 hour. Yields the product CC(CC1=C(C=C(C=C1C)C)C)(C)NCC(O)C=1C(=C(C(=CC1)O)O)C (4-{2-[1,1-dimethyl-2-(2,4,6-trimethylphenyl)ethylamino]-1-hydroxyethyl}-3-methylbenzene-1,2-diol). RXN SMILES: C([O:8][C:9]1[C:10]([CH3:30])=[C:11]([C:23](=[O:29])[CH:24](OCC)O)[CH:12]=[CH:13][C:14]=1[O:15]CC1C=CC=CC=1)C1C=CC=CC=1.[CH3:31][C:32]([NH2:44])([CH3:43])[CH2:33][C:34]1[C:39]([CH3:40])=[CH:38][C:37]([CH3:41])=[CH:36][C:35]=1[CH3:42].[BH4-].[Na+].C(OCC)(=O)C>C(O)C>[CH3:43][C:32]([NH:44][CH2:24][CH:23]([C:11]1[C:10]([CH3:30])=[C:9]([OH:8])[C:14]([OH:15])=[CH:13][CH:12]=1)[OH:29])([CH3:31])[CH2:33][C:34]1[C:39]([CH3:40])=[CH:38][C:37]([CH3:41])=[CH:36][C:35]=1[CH3:42] |f:2.3|. Procedure: 350 mg (0.86 mmol) of 1-(3,4-bis-benzyloxy-2-methylphenyl)-2-ethoxy-2-hydroxyethanone and 198 mg (1.03 mmol) of 1,1-dimethyl-2-(2,4,6-trimethylphenyl)ethylamine were dissolved in 3 mL of ethanol and heated to 80° C. for 30 minutes in the presence of some molecular sieve. After cooling to ambient temperature, 33 mg (0.86 mmol) sodium borohydride was added and the mixture was stirred for 1 hour. The reaction mixture was combined with ethyl acetate and washed with sodium hydrogen carbonate solution...